Dataset: the Open Reaction Database (ORD), a public repository of structured organic reaction records. Task: describe an organic reaction: reactants, conditions, products, and yield The reactants are S(O)(O)(=O)=O (sulfuric acid), C([O-])(O)=O.[Na+] (sodium bicarbonate), [N+](=O)([O-])C1=CC=C(C=C1)C=1OC(=C(N1)C1=CC=C(C=C1)[N+](=O)[O-])C1=CC=C(C=C1)[N+](=O)[O-] (2,4,5-tris(4'-nitrophenyl)oxazole), CN(C=O)C (N,N-dimethylformamide). Procedure details: 13 g (0.03 mol) of the 2,4,5-tris(4'-nitrophenyl)oxazole was mixed with 500 ml of N,N-dimethylformamide and 26 g of iron powder. The mixture thus obtained was admixed with 10 ml of concentrated sulfuric acid and 30 ml of water, and then heated to a temperature of 100° C. with stirring. After 1 hour passed, the mixture was neutralized with a saturated aqueous solution of sodium bicarbonate with the reaction temperature kept at a temperature of 100° C. The pH of the solution after the reaction was... Solvent: O (water). RXN SMILES: [N+:1]([C:4]1[CH:9]=[CH:8][C:7]([C:10]2[O:11][C:12]([C:24]3[CH:29]=[CH:28][C:27]([N+:30]([O-])=O)=[CH:26][CH:25]=3)=[C:13]([C:15]3[CH:20]=[CH:19][C:18]([N+:21]([O-])=O)=[CH:17][CH:16]=3)[N:14]=2)=[CH:6][CH:5]=1)([O-])=O.CN(C)C=O.S(=O)(=O)(O)O.C(=O)(O)[O-].[Na+]>[Fe].O>[NH2:1][C:4]1[CH:5]=[CH:6][C:7]([C:10]2[O:11][C:12]([C:24]3[CH:29]=[CH:28][C:27]([NH2:30])=[CH:26][CH:25]=3)=[C:13]([C:15]3[CH:20]=[CH:19][C:18]([NH2:21])=[CH:17][CH:16]=3)[N:14]=2)=[CH:8][CH:9]=1 |f:3.4|. Product: NC1=CC=C(C=C1)C=1OC(=C(N1)C1=CC=C(C=C1)N)C1=CC=C(C=C1)N (2,4,5-tris(4'-aminophenyl)oxazole). Conditions: temperature 100 celsius, time 1 hour. Reagents/catalysts: [Fe] (iron). The reactants are O=P(Cl)(Cl)Cl (phosphorus oxytrichloride), ClC1=C(OCC2OC=CCC2)C=CC(=C1)Cl (2-(2,4-dichlorophenoxymethyl)-3,4-dihydro-2H-pyran), ClCC(CCC1=CC=C(C=C1)Cl)O (1-chloro-4-(4-chlorophenyl)-2-butanol). Reagents/catalysts: C(C)N(CC)CC (triethylamine). Run in C(C)OCC (diethyl ether). Yields the product ClC1=C(OC[C@H]2CCC[C@@H](O2)OC(CCl)CCC2=C(C=CC=C2)Cl)C=CC(=C1)Cl (trans-6-(2,4-dichlorophenoxymethyl)-2-[1-chloro-4-(chlorophenyl)-2-butoxy]tetrahydropyran). RXN SMILES: O=P(Cl)(Cl)[Cl:3].[Cl:6][C:7]1[CH:20]=[C:19]([Cl:21])[CH:18]=[CH:17][C:8]=1[O:9][CH2:10][CH:11]1[CH2:16][CH2:15][CH:14]=[CH:13][O:12]1.[Cl:22][CH2:23][CH:24]([OH:34])[CH2:25][CH2:26][C:27]1[CH:32]=[CH:31][C:30](Cl)=[CH:29][CH:28]=1>C(OCC)C.C(N(CC)CC)C>[Cl:6][C:7]1[CH:20]=[C:19]([Cl:21])[CH:18]=[CH:17][C:8]=1[O:9][CH2:10][C@@H:11]1[O:12][C@@H:13]([O:34][CH:24]([CH2:25][CH2:26][C:27]2[CH:32]=[CH:31][CH:30]=[CH:29][C:28]=2[Cl:3])[CH2:23][Cl:22])[CH2:14][CH2:15][CH2:16]1. Reported procedure: 2 Drops of phosphorus oxytrichloride were added to a solution of 282 mg of 2-(2,4-dichlorophenoxymethyl)-3,4-dihydro-2H-pyran and 286 mg of 1-chloro-4-(4-chlorophenyl)-2-butanol in 7 ml of diethyl ether, and the mixture was allowed to react at room temperature for 4 days. At the end of this time, 3 drops of triethylamine were added, the solvent was evaporated off and the residue was purified by column chromatography through silica gel eluted with a 30:5:1 by volume mixture of hexane, benzene and... Reaction SMILES: [CH3:29][O-:30].[CH3:32][OH:33].[CH:21](=[O:22])[c:23]1[cH:24][cH:25][cH:26][cH:27][cH:28]1.[Na+:31].[O:1]=[c:2]1[n:3]2[c:4]([n:5][c:6]3[cH:7][c:8]([NH:12][C:13]([C:14](=[O:15])[OH:16])=[O:17])[cH:9][cH:10][c:11]13)[CH2:18][CH2:19][CH2:20]2>>[O:1]=[c:2]1[n:3]2[c:4]([n:5][c:6]3[cH:7][c:8]([NH:12][C:13]([C:14](=[O:15])[OH:16])=[O:17])[cH:9][cH:10][c:11]13)[C:18](=[CH:21][c:23]1[cH:24][cH:25][cH:26][cH:27][cH:28]1)[CH2:19][CH2:20]2. The reactants are C[O-], CO, O=Cc1ccccc1, [Na+], O=C(O)C(=O)Nc1ccc2c(=O)n3c(nc2c1)CCC3. The product is O=C(O)C(=O)Nc1ccc2c(=O)n3c(nc2c1)C(=Cc1ccccc1)CC3.